This data is from the Open Reaction Database (ORD), a public repository of structured organic reaction records. The task is: describe an organic reaction: reactants, conditions, products, and yield Yields the product O=C(c1nc2c(s1)CCOc1cc(-c3cn[nH]c3)ccc1-2)N1CCCC1CO. Starting materials: O=C(c1nc2c(s1)CCOc1cc(Br)ccc1-2)N1CCCC1CO, O=C([O-])O, CC1(C)OB(c2cn[nH]c2)OC1(C)C, CC#N, CCOC(C)=O, [Na+], O, c1ccc(P(c2ccccc2)(c2ccccc2)[Pd](P(c2ccccc2)(c2ccccc2)c2ccccc2)(P(c2ccccc2)(c2ccccc2)c2ccccc2)P(c2ccccc2)(c2ccccc2)c2ccccc2)cc1. RXN SMILES: [Br:1][c:2]1[cH:3][c:4]2[c:5]([cH:23][cH:24]1)-[c:6]1[n:7][c:8]([C:14](=[O:15])[N:16]3[CH:17]([CH2:21][OH:22])[CH2:18][CH2:19][CH2:20]3)[s:9][c:10]1[CH2:11][CH2:12][O:13]2.[C:39](=[O:40])([OH:41])[O-:42].[CH3:25][C:26]1([CH3:27])[C:28]([CH3:29])([CH3:30])[O:31][B:32]([c:33]2[cH:34][n:35][nH:36][cH:37]2)[O:38]1.[CH3:45][C:46]#[N:47].[CH3:48][CH2:49][O:50][C:51](=[O:52])[CH3:53].[Na+:43].[OH2:44].[cH:54]1[cH:55][cH:56][c:57]([P:58]([Pd:59]([P:60]([c:61]2[cH:62][cH:63][cH:64][cH:65][cH:66]2)([c:67]2[cH:68][cH:69][cH:70][cH:71][cH:72]2)[c:73]2[cH:74][cH:75][cH:76][cH:77][cH:78]2)([P:79]([c:80]2[cH:81][cH:82][cH:83][cH:84][cH:85]2)([c:86]2[cH:87][cH:88][cH:89][cH:90][cH:91]2)[c:92]2[cH:93][cH:94][cH:95][cH:96][cH:97]2)[P:98]([c:99]2[cH:100][cH:101][cH:102][cH:103][cH:104]2)([c:105]2[cH:106][cH:107][cH:108][cH:109][cH:110]2)[c:111]2[cH:112][cH:113][cH:114][cH:115][cH:116]2)([c:117]2[cH:118][cH:119][cH:120][cH:121][cH:122]2)[c:123]2[cH:124][cH:125][cH:126][cH:127][cH:128]2)[cH:129][cH:130]1>>[c:2]1(-[c:33]2[cH:34][n:35][nH:36][cH:37]2)[cH:3][c:4]2[c:5]([cH:23][cH:24]1)-[c:6]1[n:7][c:8]([C:14](=[O:15])[N:16]3[CH:17]([CH2:21][OH:22])[CH2:18][CH2:19][CH2:20]3)[s:9][c:10]1[CH2:11][CH2:12][O:13]2. The reactants are CO, ClCC12CC3CC(CC(C3)C1)C2, NN, [Na+], [OH-], O. Yields the product Cl, NNCC12CC3CC(CC(C3)C1)C2. As a reaction SMILES: [CH3:17][OH:18].[Cl:3][CH2:4][C:5]12[CH2:6][CH:7]3[CH2:8][CH:9]([CH2:10][CH:11]([CH2:12]1)[CH2:13]3)[CH2:14]2.[NH2:1][NH2:2].[Na+:16].[OH-:15].[OH2:19]>>[ClH:3].[NH:1]([NH2:2])[CH2:4][C:5]12[CH2:6][CH:7]3[CH2:8][CH:9]([CH2:10][CH:11]([CH2:12]1)[CH2:13]3)[CH2:14]2.